From a dataset of the Open Reaction Database (ORD), a public repository of structured organic reaction records. describe an organic reaction: reactants, conditions, products, and yield Starting materials: BrCc1ccccc1, O=C([O-])[O-], c1ccc(COc2ccc3c(c2)C24CCCCC2C(C3)NCC4)cc1, [Cl-], Cl, [K+], [K+], [Na+], CN(C)C=O. The product is c1ccc(COc2ccc3c(c2)C24CCCCC2C(C3)N(Cc2ccccc2)CC4)cc1. Reaction SMILES: [Br:33][CH2:34][c:35]1[cH:36][cH:37][cH:38][cH:39][cH:40]1.[C:27](=[O:28])([O-:29])[O-:30].[CH2:1]([c:2]1[cH:3][cH:4][cH:5][cH:6][cH:7]1)[O:8][c:9]1[cH:10][cH:11][c:12]2[c:21]([cH:22]1)[C:20]13[CH:15]([CH:14]([CH2:13]2)[NH:25][CH2:24][CH2:23]1)[CH2:16][CH2:17][CH2:18][CH2:19]3.[Cl-:41].[ClH:26].[K+:31].[K+:32].[Na+:42].[O:43]=[CH:44][N:45]([CH3:46])[CH3:47]>>[CH2:1]([c:2]1[cH:3][cH:4][cH:5][cH:6][cH:7]1)[O:8][c:9]1[cH:10][cH:11][c:12]2[c:21]([cH:22]1)[C:20]13[CH:15]([CH:14]([CH2:13]2)[N:25]([CH2:34][c:35]2[cH:36][cH:37][cH:38][cH:39][cH:40]2)[CH2:24][CH2:23]1)[CH2:16][CH2:17][CH2:18][CH2:19]3. Reactants: C1(=CC=CC=C1)O (phenol), C1=CC(=CC=C1O)C (p-cresol), OC1=CC=C(C=C1)C(C)(C)C1=CC=C(C=C1)O (bisphenol A), C=O (formaldehyde), N (ammonia). The product is C1(=CC=CC=C1)O.C=O (phenol formaldehyde). As a reaction SMILES: [C:1]1([OH:7])[CH:6]=[CH:5][CH:4]=[CH:3][CH:2]=1.C1[C:13]([OH:14])=CC=C(C)C=1.OC1C=CC(C(C2C=CC(O)=CC=2)(C)C)=CC=1.C=O.N>>[C:1]1([OH:7])[CH:6]=[CH:5][CH:4]=[CH:3][CH:2]=1.[CH2:13]=[O:14] |f:5.6|. Procedure: Mixed phenol composed of 83% by weight of p-cresol and 17% by weight of bisphenol A was reacted with formaldehyde in the presence of ammonia. The reaction product was dissolved in a solvent to produce a solution of a resol-type phenol/formaldehyde resin. Starting materials: BrC(Br)(Br)Br, CCc1c(Br)cccc1CO, ClCCl, c1ccc(P(c2ccccc2)c2ccccc2)cc1. The product is CCc1c(Br)cccc1CBr. Reaction SMILES: [Br:12][C:13]([Br:14])([Br:15])[Br:16].[Br:1][c:2]1[c:3]([CH2:10][CH3:11])[c:4]([CH2:8][OH:9])[cH:5][cH:6][cH:7]1.[Cl:36][CH2:37][Cl:38].[c:17]1([P:18]([c:19]2[cH:20][cH:21][cH:22][cH:23][cH:24]2)[c:25]2[cH:26][cH:27][cH:28][cH:29][cH:30]2)[cH:31][cH:32][cH:33][cH:34][cH:35]1>>[Br:1][c:2]1[c:3]([CH2:10][CH3:11])[c:4]([CH2:8][Br:12])[cH:5][cH:6][cH:7]1. Reactants: N#N (N2), C(C)(C)(C)[Si](OC(C)C=1OC(=CN1)CN1N=CC(=N1)NC(=O)C=1N=C(OC1C1=CC(=CC=C1)F)C)(C)C (5-(3-fluoro-phenyl)-2-methyl-oxazole-4-carboxylic acid (2-{2-[1-(tert-butyl-dimethyl-silanyloxy)-ethyl]-oxazol-5-ylmethyl}-2H-[1,2,3]triazol-4-yl)-amide), CCCC[N+](CCCC)(CCCC)CCCC.[F-] (TBAF), solution. The solvent is C1CCOC1 (THF), C1CCOC1 (THF), CC(OCC)=O (EA). Reaction conditions: temperature 0 celsius, time 45 minute. Product: OC(C)C=1OC(=CN1)CN1N=CC(=N1)NC(=O)C=1N=C(OC1C1=CC(=CC=C1)F)C (5-(3-Fluoro-phenyl)-2-methyl-oxazole-4-carboxylic acid {2-[2-(1-hydroxy-ethyl)-oxazol-5-ylmethyl]-2H-[1,2,3]triazol-4-yl}-amide). RXN SMILES: N#N.C([Si](C)(C)[O:8][CH:9]([C:11]1[O:12][C:13]([CH2:16][N:17]2[N:21]=[C:20]([NH:22][C:23]([C:25]3[N:26]=[C:27]([CH3:37])[O:28][C:29]=3[C:30]3[CH:35]=[CH:34][CH:33]=[C:32]([F:36])[CH:31]=3)=[O:24])[CH:19]=[N:18]2)=[CH:14][N:15]=1)[CH3:10])(C)(C)C.CCCC[N+](CCCC)(CCCC)CCCC.[F-]>C1COCC1.CC(=O)OCC>[OH:8][CH:9]([C:11]1[O:12][C:13]([CH2:16][N:17]2[N:21]=[C:20]([NH:22][C:23]([C:25]3[N:26]=[C:27]([CH3:37])[O:28][C:29]=3[C:30]3[CH:35]=[CH:34][CH:33]=[C:32]([F:36])[CH:31]=3)=[O:24])[CH:19]=[N:18]2)=[CH:14][N:15]=1)[CH3:10] |f:2.3|. Procedure details: In a flame dried round-bottomed flask equipped with a magnetic stir bar and under inert atmosphere (N2), a solution of 5-(3-fluoro-phenyl)-2-methyl-oxazole-4-carboxylic acid (2-{2-[1-(tert-butyl-dimethyl-silanyloxy)-ethyl]-oxazol-5-ylmethyl}-2H-[1,2,3]triazol-4-yl)-amide (110 mg, 0.21 mmol) in dry THF (2.1 mL) was treated at 0° C. with TBAF (0.42 mL of a 1M solution in THF, 0.42 mmol). The reaction mixture was stirred at 0° C. for 45 min. The mixture was then diluted with EA (10 mL), washed with... As a reaction SMILES: [CH3:1][C:2]([CH3:21])=[C:3]1[CH:8]([C:9]2[CH:14]=[CH:13][C:12]([O:15][CH2:16][CH:17]([OH:20])[CH2:18][OH:19])=[CH:11][CH:10]=2)[CH:7]=[CH:6][CH:5]=[CH:4]1.C1(=[O:28])CCCCC1.C1([N:35]=[C:36]=[O:37])C=CC=CC=1>C(N(CC)CC)C>[CH3:1][C:2]([CH3:21])=[C:3]1[CH:8]([C:9]2[CH:10]=[CH:11][C:12]([O:15][CH2:16][CH:17]([OH:20])[CH2:18][OH:19])=[CH:13][CH:14]=2)[CH:7]=[CH:6][CH:5]=[CH:4]1.[C:36](=[O:37])([O-:28])[NH2:35]. Reported procedure: 100 g of phenoxy resin (YP-50, hydroxyl group equivalent=284, Toto Kasei Inc., trade name) and 330 g of cyclohexanone were introduced into a 1 L separable flask fitted with a reflux condenser, thermometer and stirrer, and the mixture heated with stirring to dissolve the resin. Subsequently, 41.9 g phenyl isocyanate and 0.3 g triethylamine were added, and reacted at 130° C. for 3 hours. Next, the product was reprecipitated in ethanol, and dried to give a phenoxy resin to which carbamate had been ... Starting materials: CC(=C1C=CC=CC1C2=CC=C(C=C2)OCC(CO)O)C (phenoxy resin), C1(CCCCC1)=O (cyclohexanone), C1(=CC=CC=C1)N=C=O (phenyl isocyanate). Product: CC(=C1C=CC=CC1C2=CC=C(C=C2)OCC(CO)O)C (phenoxy resin), C(N)([O-])=O (carbamate). Solvent: C(C)N(CC)CC (triethylamine). The reactants are CC(=O)O, CC(C)=O, CC(CCC=O)CCC1CCCCC1, [K+], O=[Mn](=O)(=O)[O-], [Na+], O, O=S([O-])O. Yields the product CC(CCC(=O)O)CCC1CCCCC1. Reaction SMILES: [CH3:27][C:28](=[O:29])[OH:30].[CH3:31][C:32](=[O:33])[CH3:34].[CH:1]1([CH2:7][CH2:8][CH:9]([CH2:10][CH2:11][CH:12]=[O:13])[CH3:14])[CH2:2][CH2:3][CH2:4][CH2:5][CH2:6]1.[K+:21].[Mn:16](=[O:17])([O-:18])(=[O:19])=[O:20].[Na+:26].[OH2:15].[S:22](=[O:23])([OH:24])[O-:25]>>[CH:1]1([CH2:7][CH2:8][CH:9]([CH2:10][CH2:11][C:12](=[O:13])[OH:17])[CH3:14])[CH2:2][CH2:3][CH2:4][CH2:5][CH2:6]1. Yields the product CCOC(=O)c1cc(-c2ncc(OC)c3c(C(=O)C(=O)N4CCN(c5nnnn5-c5ccccc5)CC4)c[nH]c23)n[nH]1. Reaction SMILES: [CH2:34]([Sn:35]([CH2:36][CH2:37][CH2:38][CH3:49])([c:39]1[n:40][nH:41][c:42]([C:44](=[O:45])[O:46][CH2:47][CH3:48])[cH:43]1)[CH2:50][CH2:51][CH2:52][CH3:53])[CH2:54][CH2:55][CH3:56].[CH2:57]1[O:58][CH2:59][CH2:60][O:61][CH2:62]1.[Cl:1][c:2]1[n:3][cH:4][c:5]([O:32][CH3:33])[c:6]2[c:7]1[nH:8][cH:9][c:10]2[C:11]([C:12](=[O:13])[N:14]1[CH2:15][CH2:16][N:17]([c:20]2[n:21][n:22][n:23][n:24]2-[c:25]2[cH:26][cH:27][cH:28][cH:29][cH:30]2)[CH2:18][CH2:19]1)=[O:31].[cH:63]1[cH:64][cH:65][c:66]([P:67]([Pd:68]([P:69]([c:70]2[cH:71][cH:72][cH:73][cH:74][cH:75]2)([c:76]2[cH:77][cH:78][cH:79][cH:80][cH:81]2)[c:82]2[cH:83][cH:84][cH:85][cH:86][cH:87]2)([P:88]([c:89]2[cH:90][cH:91][cH:92][cH:93][cH:94]2)([c:95]2[cH:96][cH:97][cH:98][cH:99][cH:100]2)[c:101]2[cH:102][cH:103][cH:104][cH:105][cH:106]2)[P:107]([c:108]2[cH:109][cH:110][cH:111][cH:112][cH:113]2)([c:114]2[cH:115][cH:116][cH:117][cH:118][cH:119]2)[c:120]2[cH:121][cH:122][cH:123][cH:124][cH:125]2)([c:126]2[cH:127][cH:128][cH:129][cH:130][cH:131]2)[c:132]2[cH:133][cH:134][cH:135][cH:136][cH:137]2)[cH:138][cH:139]1>>[c:2]1(-[c:39]2[n:40][nH:41][c:42]([C:44](=[O:45])[O:46][CH2:47][CH3:48])[cH:43]2)[n:3][cH:4][c:5]([O:32][CH3:33])[c:6]2[c:7]1[nH:8][cH:9][c:10]2[C:11]([C:12](=[O:13])[N:14]1[CH2:15][CH2:16][N:17]([c:20]2[n:21][n:22][n:23][n:24]2-[c:25]2[cH:26][cH:27][cH:28][cH:29][cH:30]2)[CH2:18][CH2:19]1)=[O:31]. The reactants are CCCC[Sn](CCCC)(CCCC)c1cc(C(=O)OCC)[nH]n1, C1COCCO1, COc1cnc(Cl)c2[nH]cc(C(=O)C(=O)N3CCN(c4nnnn4-c4ccccc4)CC3)c12, c1ccc(P(c2ccccc2)(c2ccccc2)[Pd](P(c2ccccc2)(c2ccccc2)c2ccccc2)(P(c2ccccc2)(c2ccccc2)c2ccccc2)P(c2ccccc2)(c2ccccc2)c2ccccc2)cc1. Reactants: N[C@@H](C=O)[C@@H](O)[C@H](O)[C@H](O)CO (2-amino-2-deoxy-D-glucose), C(C=C)(=O)Cl (acryloyl chloride), [Na] (sodium). The product is C(C=C)(=O)N[C@@H](CO)[C@@H](O)[C@H](O)[C@H](O)CO (N-acryloyl-2-amino-2-deoxy-D-glucitol). As a reaction SMILES: [NH2:1][C@H:2]([C@H:5]([C@@H:7]([C@@H:9]([CH2:11][OH:12])[OH:10])[OH:8])[OH:6])[CH:3]=[O:4].[C:13](Cl)(=[O:16])[CH:14]=[CH2:15].[Na]>>[C:13]([NH:1][C@H:2]([C@H:5]([C@@H:7]([C@@H:9]([CH2:11][OH:12])[OH:10])[OH:8])[OH:6])[CH2:3][OH:4])(=[O:16])[CH:14]=[CH2:15] |^1:17|. Procedure: Note 2. An attempt was done to prepare the same compound by reacting 2-amino-2-deoxy-D-glucose and acryloyl chloride, followed by reduction of the product with sodium boronhydride. However, it was not possible to get pure N-acryloyl-2-amino-2-deoxy-D-glucitol in this way. As a reaction SMILES: [C:1]([OH:12])(=O)/[CH:2]=[CH:3]/[CH2:4][CH2:5][CH2:6][CH2:7][CH2:8][CH2:9][CH3:10].[CH:13]([N:16]([CH:20]([CH3:22])[CH3:21])[CH2:17][CH2:18][NH2:19])([CH3:15])[CH3:14]>>[CH:13]([N:16]([CH:20]([CH3:22])[CH3:21])[CH2:17][CH2:18][NH:19][C:1](=[O:12])/[CH:2]=[CH:3]/[CH2:4][CH2:5][CH2:6][CH2:7][CH2:8][CH2:9][CH3:10])([CH3:15])[CH3:14]. Reported procedure: The same operation as in Example 1-1 or 1-2 was carried out using trans-2-decenoic acid and N,N-diisopropylethane-1,2-diamine as starting materials to give the aimed compound. Starting materials: C(\C=C\CCCCCCC)(=O)O (trans-2-decenoic acid), C(C)(C)N(CCN)C(C)C (N,N-diisopropylethane-1,2-diamine). Yields the product C(C)(C)N(CCNC(\C=C\CCCCCCC)=O)C(C)C ((E)-N-2-(diisopropylamino)ethyl dec-2-enamide). Starting materials: CCOC(=O)CN(C(=O)c1ccc(OC(F)(F)F)cc1)C1CC1, C1CCOC1, CC(=O)OC(C)=O, CCOC(C)=O. Yields the product CCOC(=O)C(C(C)=O)N(C(=O)c1ccc(OC(F)(F)F)cc1)C1CC1. As a reaction SMILES: [CH2:1]([CH3:2])[O:3][C:4]([CH2:5][N:6]([C:7]([c:8]1[cH:9][cH:10][c:11]([O:14][C:15]([F:16])([F:17])[F:18])[cH:12][cH:13]1)=[O:19])[CH:20]1[CH2:21][CH2:22]1)=[O:23].[CH2:31]1[O:32][CH2:33][CH2:34][CH2:35]1.[CH3:24][C:25](=[O:26])[O:27][C:28](=[O:29])[CH3:30].[CH3:36][CH2:37][O:38][C:39]([CH3:40])=[O:41]>>[CH2:1]([CH3:2])[O:3][C:4]([CH:5]([N:6]([C:7]([c:8]1[cH:9][cH:10][c:11]([O:14][C:15]([F:16])([F:17])[F:18])[cH:12][cH:13]1)=[O:19])[CH:20]1[CH2:21][CH2:22]1)[C:25]([CH3:24])=[O:26])=[O:23].